This data is from the Open Reaction Database (ORD), a public repository of structured organic reaction records. The task is: describe an organic reaction: reactants, conditions, products, and yield The reactants are CCCCNc1c(C(C)C)nc2ccccn12, CC(=O)Cl, CC#N, [K+], [K+], O=C([O-])[O-]. Yields the product CCCCN(C(C)=O)c1c(C(C)C)nc2ccccn12. As a reaction SMILES: [CH2:1]([CH2:2][CH2:3][CH3:4])[NH:5][c:6]1[c:7]([CH:15]([CH3:16])[CH3:17])[n:8][c:9]2[n:10]1[cH:11][cH:12][cH:13][cH:14]2.[CH3:18][C:19]([Cl:20])=[O:21].[CH3:28][C:29]#[N:30].[K+:22].[K+:23].[O-:24][C:25]([O-:26])=[O:27]>>[CH2:1]([CH2:2][CH2:3][CH3:4])[N:5]([c:6]1[c:7]([CH:15]([CH3:16])[CH3:17])[n:8][c:9]2[n:10]1[cH:11][cH:12][cH:13][cH:14]2)[C:19]([CH3:18])=[O:21]. RXN SMILES: [CH3:28][CH2:29][CH2:30][CH2:31][CH2:32][CH3:33].[Cl:21][CH2:22][Cl:23].[S:24]([Cl:25])([Cl:26])=[O:27].[c:1]1([S:7](=[O:8])(=[O:9])[n:10]2[cH:11][c:12]([CH2:19][OH:20])[c:13]3[cH:14][cH:15][cH:16][cH:17][c:18]23)[cH:2][cH:3][cH:4][cH:5][cH:6]1>>[c:1]1([S:7](=[O:8])(=[O:9])[n:10]2[cH:11][c:12]([CH2:19][Cl:21])[c:13]3[cH:14][cH:15][cH:16][cH:17][c:18]23)[cH:2][cH:3][cH:4][cH:5][cH:6]1. Yields the product O=S(=O)(c1ccccc1)n1cc(CCl)c2ccccc21. Reactants: CCCCCC, ClCCl, O=S(Cl)Cl, O=S(=O)(c1ccccc1)n1cc(CO)c2ccccc21. Starting materials: O=C([O-])[O-], CS(C)=O, CNc1ccc(OCC(=O)OC)c(I)c1, Cc1nc(-c2ccc(C(F)(F)F)cc2)sc1CCl, [I-], [K+], [K+], [Na+]. Product: COC(=O)COc1ccc(N(C)Cc2sc(-c3ccc(C(F)(F)F)cc3)nc2C)cc1I. Reaction SMILES: [C:1](=[O:2])([O-:3])[O-:4].[CH3:42][S:43]([CH3:44])=[O:45].[CH3:9][O:10][C:11]([CH2:12][O:13][c:14]1[c:15]([I:22])[cH:16][c:17]([NH:20][CH3:21])[cH:18][cH:19]1)=[O:23].[Cl:24][CH2:25][c:26]1[c:27]([CH3:41])[n:28][c:29](-[c:31]2[cH:32][cH:33][c:34]([C:37]([F:38])([F:39])[F:40])[cH:35][cH:36]2)[s:30]1.[I-:8].[K+:5].[K+:6].[Na+:7]>>[CH3:9][O:10][C:11]([CH2:12][O:13][c:14]1[c:15]([I:22])[cH:16][c:17]([N:20]([CH3:21])[CH2:25][c:26]2[c:27]([CH3:41])[n:28][c:29](-[c:31]3[cH:32][cH:33][c:34]([C:37]([F:38])([F:39])[F:40])[cH:35][cH:36]3)[s:30]2)[cH:18][cH:19]1)=[O:23]. Reactants: N1(CCCCCC1)CCOC1=CC=C(C=C1)C(C1=C2C=CC(=CC2=CC=C1C1=C(C=CC(=C1)F)F)O)O (5-{[4-(2-azepan-1-yl-ethoxy)-phenyl]-hydroxymethyl}-6-(2,5-difluorophenyl)-naphthalen-2-ol), CC(C)([O-])C.[Na+] (sodium t-butoxide). Solvent: CN(C)C=O (DMF), O (water). Conditions: temperature 50 celsius. Yields the product N1(CCCCCC1)CCOC1=CC=C(C=C1)C1C2=C3C=CC(=CC3=CC=C2C2=CC(=CC=C2O1)F)O (5-[4-(2-Azepan-1-yl-ethoxy)-phenyl]-9-fluoro-5H-6-oxa-chrysen-2-ol). Reaction SMILES: [N:1]1([CH2:8][CH2:9][O:10][C:11]2[CH:16]=[CH:15][C:14]([CH:17]([OH:37])[C:18]3[C:27]([C:28]4[CH:33]=[C:32]([F:34])[CH:31]=[CH:30][C:29]=4F)=[CH:26][CH:25]=[C:24]4[C:19]=3[CH:20]=[CH:21][C:22]([OH:36])=[CH:23]4)=[CH:13][CH:12]=2)[CH2:7][CH2:6][CH2:5][CH2:4][CH2:3][CH2:2]1.CC(C)([O-])C.[Na+]>CN(C=O)C.O>[N:1]1([CH2:8][CH2:9][O:10][C:11]2[CH:16]=[CH:15][C:14]([CH:17]3[O:37][C:29]4[C:28](=[CH:33][C:32]([F:34])=[CH:31][CH:30]=4)[C:27]4[C:18]3=[C:19]3[C:24](=[CH:25][CH:26]=4)[CH:23]=[C:22]([OH:36])[CH:21]=[CH:20]3)=[CH:13][CH:12]=2)[CH2:7][CH2:6][CH2:5][CH2:4][CH2:3][CH2:2]1 |f:1.2|. Procedure details: Dissolve 5-{[4-(2-azepan-1-yl-ethoxy)-phenyl]-hydroxymethyl}-6-(2,5-difluorophenyl)-naphthalen-2-ol (770 mg, 1.54 mmol) in 20 mL dry DMF and add sodium t-butoxide (1.18 g, 12.32 mmol). Heat the mixture to 50° C. for two hours. Dilute with water and extract multiple times with methylene chloride. Dry the organic layer and purify on a silica gel column eluting with a 0-10% methanol/methylene chloride gradient. The yield is 370 mg (50%): 1H-NMR (CDCl3, 300 MHz) δ7.76 (dd, J=12.6, 8.4 Hz, 2H); 7.58 ... Reactants: CCO, COC(=O)C(C)(C)c1ccc([N+](=O)[O-])cc1, NN. The product is COC(=O)C(C)(C)c1ccc(N)cc1. RXN SMILES: [CH3:19][CH2:20][OH:21].[CH3:1][C:2]([C:3](=[O:4])[O:5][CH3:6])([CH3:7])[c:8]1[cH:9][cH:10][c:11]([N+:14]([O-:15])=[O:16])[cH:12][cH:13]1.[NH2:17][NH2:18]>>[CH3:1][C:2]([C:3](=[O:4])[O:5][CH3:6])([CH3:7])[c:8]1[cH:9][cH:10][c:11]([NH2:14])[cH:12][cH:13]1. Reactants: CC1C(CCCC1)=O (2-methylcyclohexanone), crude product, C(C)(C)(C)C1C(C(CCC1)Cl)=O (2-tert-butyl-6-chloro-cyclohexanone). Yields the product ClC1C(C(CCC1)C)=O (2-chloro-6-methyl-cyclohexanone). RXN SMILES: CC1CCCCC1=O.[C:9]([CH:13]1[CH2:18][CH2:17][CH2:16][CH:15]([Cl:19])[C:14]1=[O:20])(C)(C)C>>[Cl:19][CH:15]1[CH2:16][CH2:17][CH2:18][CH:13]([CH3:9])[C:14]1=[O:20]. Procedure details: The chlorination of 2-methylcyclohexanone takes place in a manner similar to that described above for the preparation of 2-tert-butyl-6-chloro-cyclohexanone. The title compound is reacted as a crude product without further characterization.